Task: describe an organic reaction: reactants, conditions, products, and yield. Dataset: the Open Reaction Database (ORD), a public repository of structured organic reaction records Starting materials: CNC(=O)CCl, CN(C)C=O, CCN(C(C)C)C(C)C, OCC1CN(Cc2nc(-c3cn(CC4CCOCC4)c4c(Cl)cccc34)no2)CCN1, [I-], [Na+]. The product is CNC(=O)CN1CCN(Cc2nc(-c3cn(CC4CCOCC4)c4c(Cl)cccc34)no2)CC1CO. As a reaction SMILES: [CH3:32][NH:33][C:34]([CH2:35][Cl:36])=[O:37].[CH3:49][N:50]([CH3:51])[CH:52]=[O:53].[CH:38]([N:39]([CH2:40][CH3:41])[CH:42]([CH3:43])[CH3:44])([CH3:45])[CH3:46].[Cl:1][c:2]1[cH:3][cH:4][cH:5][c:6]2[c:7](-[c:18]3[n:19][o:20][c:21]([CH2:23][N:24]4[CH2:25][CH:26]([CH2:30][OH:31])[NH:27][CH2:28][CH2:29]4)[n:22]3)[cH:8][n:9]([CH2:11][CH:12]3[CH2:13][CH2:14][O:15][CH2:16][CH2:17]3)[c:10]12.[I-:48].[Na+:47]>>[Cl:1][c:2]1[cH:3][cH:4][cH:5][c:6]2[c:7](-[c:18]3[n:19][o:20][c:21]([CH2:23][N:24]4[CH2:25][CH:26]([CH2:30][OH:31])[N:27]([CH2:35][C:34]([NH:33][CH3:32])=[O:37])[CH2:28][CH2:29]4)[n:22]3)[cH:8][n:9]([CH2:11][CH:12]3[CH2:13][CH2:14][O:15][CH2:16][CH2:17]3)[c:10]12. The reactants are CC(=O)O, O=[N+]([O-])c1ccc(S(=O)(=O)Nc2cc3c(cc2F)COB3O)c(Cl)c1, [Fe]. Product: Nc1ccc(S(=O)(=O)Nc2cc3c(cc2F)COB3O)c(Cl)c1. As a reaction SMILES: [C:26]([OH:27])(=[O:28])[CH3:29].[Cl:1][c:2]1[c:3]([S:11](=[O:12])(=[O:13])[NH:14][c:15]2[c:16]([F:25])[cH:17][c:18]3[c:19]([cH:24]2)[B:20]([OH:23])[O:21][CH2:22]3)[cH:4][cH:5][c:6]([N+:8]([O-:9])=[O:10])[cH:7]1.[Fe:30]>>[Cl:1][c:2]1[c:3]([S:11](=[O:12])(=[O:13])[NH:14][c:15]2[c:16]([F:25])[cH:17][c:18]3[c:19]([cH:24]2)[B:20]([OH:23])[O:21][CH2:22]3)[cH:4][cH:5][c:6]([NH2:8])[cH:7]1. Starting materials: NC1=CC=C(C=C1)C1=CC(=C(C(=C1)C(C)(C)C)O)C(C)(C)C (4-(4'-aminophenyl)-2,6-di(t-butyl)phenol), C(C)(=O)O (acetic acid), C(C)(=O)OC(C)=O (acetic anhydride). The solvent is O (water). Product: C(C)(=O)NC1=CC=C(C=C1)C1=CC(=C(C(=C1)C(C)(C)C)O)C(C)(C)C (4-(4'-acetamidophenyl)-2,6-di(t-butyl)phenol). Reaction SMILES: [NH2:1][C:2]1[CH:7]=[CH:6][C:5]([C:8]2[CH:13]=[C:12]([C:14]([CH3:17])([CH3:16])[CH3:15])[C:11]([OH:18])=[C:10]([C:19]([CH3:22])([CH3:21])[CH3:20])[CH:9]=2)=[CH:4][CH:3]=1.[C:23](O)(=[O:25])[CH3:24].C(OC(=O)C)(=O)C>O>[C:23]([NH:1][C:2]1[CH:7]=[CH:6][C:5]([C:8]2[CH:13]=[C:12]([C:14]([CH3:15])([CH3:16])[CH3:17])[C:11]([OH:18])=[C:10]([C:19]([CH3:22])([CH3:21])[CH3:20])[CH:9]=2)=[CH:4][CH:3]=1)(=[O:25])[CH3:24]. Reported procedure: A solution of 15 g. (0.050 mole) of 4-(4'-aminophenyl)-2,6-di(t-butyl)phenol in 100 ml. of glacial acetic acid is treated with 5.2 g. (0.050 mole) of acetic anhydride. The resulting solution is heated gently for 10 minutes, diluted with water, cooled, and the solid product is separated by filtration. Recrystallization from a benzene-hexane mixture provides 4-(4'-acetamidophenyl)-2,6-di(t-butyl)phenol, m.p. 173°-174.5° C. Procedure details: Using an analogous procedure to that described in Example 68, 4-chloro-6,7-dimethoxyquinazoline was reacted with 3-aminophenol to give 4-(3'-hydroxyanilino)-6,7-dimethoxyquinazoline in 92% yield, m.p. 256°-257° C. Yield: 92.0%. Reactants: ClC1=NC=NC2=CC(=C(C=C12)OC)OC (4-chloro-6,7-dimethoxyquinazoline), NC=1C=C(C=CC1)O (3-aminophenol). RXN SMILES: Cl[C:2]1[C:11]2[C:6](=[CH:7][C:8]([O:14][CH3:15])=[C:9]([O:12][CH3:13])[CH:10]=2)[N:5]=[CH:4][N:3]=1.[NH2:16][C:17]1[CH:18]=[C:19]([OH:23])[CH:20]=[CH:21][CH:22]=1>>[OH:23][C:19]1[CH:18]=[C:17]([CH:22]=[CH:21][CH:20]=1)[NH:16][C:2]1[C:11]2[C:6](=[CH:7][C:8]([O:14][CH3:15])=[C:9]([O:12][CH3:13])[CH:10]=2)[N:5]=[CH:4][N:3]=1. The product is OC=1C=C(NC2=NC=NC3=CC(=C(C=C23)OC)OC)C=CC1 (4-(3'-hydroxyanilino)-6,7-dimethoxyquinazoline). Starting materials: CN1CC2=C(CC1)N=C(S2)N (5-methyl-4,5,6,7-tetrahydro-thiazolo[5,4-c]pyridin-2-ylamine), CN(CCCN=C=NCC)C (N-(-3-dimethylaminopropyl)-N′-ethylcarbodiimide), C(C)(C)(C)OC(=O)N1C[C@H]([C@@H](C1)C(NC1=CC(=CC=C1)C#N)=O)C1=CC(=CC=C1)C(=O)O (trans-3-(3-carboxy-phenyl)-4-(3-cyano-phenylcarbamoyl)-pyrrolidine-1-carboxylic acid tert-butyl ester), OC1=CC=CC=2NN=NC21 (hydroxybenzotriazole), C(C)(C)N(C(C)C)CC (N,N-diisopropylethyl amine). The solvent is O (water), CC(=O)N(C)C (dimethylacetamide). Conditions: time 1 hour. The product is C(C)(C)(C)OC(=O)N1C[C@H]([C@@H](C1)C1=CC(=CC=C1)C(NC=1SC=2CN(CCC2N1)C)=O)C(NC1=CC(=CC=C1)C#N)=O (trans-3-(3-cyano-phenylcarbamoyl)-4-[3-(5-methyl-4,5,6,7-tetrahydro-thiazolo[5,4-c]pyridin-2-ylcarbamoyl)-phenyl]-pyrrolidine-1-carboxylic acid tert-butyl ester). The yield is 100.5%. RXN SMILES: CN(C)CCCN=C=NCC.OC1C2N=NNC=2C=CC=1.C(N(CC)C(C)C)(C)C.[C:31]([O:35][C:36]([N:38]1[CH2:42][C@@H:41]([C:43](=[O:53])[NH:44][C:45]2[CH:50]=[CH:49][CH:48]=[C:47]([C:51]#[N:52])[CH:46]=2)[C@H:40]([C:54]2[CH:59]=[CH:58][CH:57]=[C:56]([C:60](O)=[O:61])[CH:55]=2)[CH2:39]1)=[O:37])([CH3:34])([CH3:33])[CH3:32].[CH3:63][N:64]1[CH2:69][CH2:68][C:67]2[N:70]=[C:71]([NH2:73])[S:72][C:66]=2[CH2:65]1>CC(N(C)C)=O.O>[C:31]([O:35][C:36]([N:38]1[CH2:39][C@@H:40]([C:54]2[CH:59]=[CH:58][CH:57]=[C:56]([C:60](=[O:61])[NH:73][C:71]3[S:72][C:66]4[CH2:65][N:64]([CH3:63])[CH2:69][CH2:68][C:67]=4[N:70]=3)[CH:55]=2)[C@H:41]([C:43](=[O:53])[NH:44][C:45]2[CH:50]=[CH:49][CH:48]=[C:47]([C:51]#[N:52])[CH:46]=2)[CH2:42]1)=[O:37])([CH3:33])([CH3:34])[CH3:32]. Procedure details: Add N-(-3-dimethylaminopropyl)-N′-ethylcarbodiimide (0.10 g, 0.52 mmol), followed by hydroxybenzotriazole (0.07 g, 0.52 mmol) and N,N-diisopropylethyl amine (0.18 mL, 1.00 mmol) to a solution of trans-3-(3-carboxy-phenyl)-4-(3-cyano-phenylcarbamoyl)-pyrrolidine-1-carboxylic acid tert-butyl ester (0.17 g, 0.39 mmol) in dimethylacetamide (5 mL). Stir the mixture at room temperature for 1 h then add 5-methyl-4,5,6,7-tetrahydro-thiazolo[5,4-c]pyridin-2-ylamine (0.08 g, 0.50 mmol) and heat the mixtur... Starting materials: CCOC(C)=O, C=C[Sn](CCCC)(CCCC)CCCC, COC(=O)c1cc(I)cc([N+](=O)[O-])c1Cl, [F-], [K+], CN(C)C=O, O. The product is C=Cc1cc(C(=O)OC)c(Cl)c([N+](=O)[O-])c1. Reaction SMILES: [CH3:39][CH2:40][O:41][C:42]([CH3:43])=[O:44].[CH:16](=[CH2:17])[Sn:18]([CH2:19][CH2:20][CH2:21][CH3:22])([CH2:23][CH2:24][CH2:25][CH3:26])[CH2:27][CH2:28][CH2:29][CH3:30].[Cl:1][c:2]1[c:3]([C:4](=[O:5])[O:6][CH3:7])[cH:8][c:9]([I:15])[cH:10][c:11]1[N+:12](=[O:13])[O-:14].[F-:31].[K+:32].[O:33]=[CH:34][N:35]([CH3:36])[CH3:37].[OH2:38]>>[Cl:1][c:2]1[c:3]([C:4](=[O:5])[O:6][CH3:7])[cH:8][c:9]([CH:16]=[CH2:17])[cH:10][c:11]1[N+:12](=[O:13])[O-:14]. The reactants are [Cl-].O[NH3+] (hydroxylammonium chloride), C(O)([O-])=O.[Na+] (sodium hydrogen carbonate), CS(=O)C (dimethyl sulfoxide), C(CCC)C=1N=C(N(C(C1CC1=CC=C(C=C1)C=1C(=CC=CC1)C#N)=O)CC1=CC=C(C=C1)OC)C (4′-{[4-butyl-1-(4-methoxybenzyl)-2-methyl-6-oxo-1,6-dihydropyrimidin-5-yl]methyl}biphenyl-2-carbonitrile). The solvent is C(C)(=O)OCC (ethyl acetate). Conditions: temperature 40 celsius, time 30 minute. The product is C(CCC)C1=C(C(N(C(=N1)C)CC1=CC=C(C=C1)OC)=O)CC1=CC=C(C=C1)C1=C(C=CC=C1)C1=NOC(N1)=O (6-butyl-3-(4-methoxybenzyl)-2-methyl-5-{[2′-(5-oxo-4,5-dihydro-1,2,4-oxadiazol-3-yl)biphenyl-4-yl]methyl}pyrimidin-4(3H)-one). The yield is 54.7%. Reaction SMILES: [Cl-].O[NH3+:3].[C:4](=[O:7])([O-])[OH:5].[Na+].CS(C)=O.[CH2:13]([C:17]1[N:18]=[C:19]([CH3:48])[N:20]([CH2:39][C:40]2[CH:45]=[CH:44][C:43]([O:46][CH3:47])=[CH:42][CH:41]=2)[C:21](=[O:38])[C:22]=1[CH2:23][C:24]1[CH:29]=[CH:28][C:27]([C:30]2[C:31]([C:36]#[N:37])=[CH:32][CH:33]=[CH:34][CH:35]=2)=[CH:26][CH:25]=1)[CH2:14][CH2:15][CH3:16]>C(OCC)(=O)C>[CH2:13]([C:17]1[N:18]=[C:19]([CH3:48])[N:20]([CH2:39][C:40]2[CH:45]=[CH:44][C:43]([O:46][CH3:47])=[CH:42][CH:41]=2)[C:21](=[O:38])[C:22]=1[CH2:23][C:24]1[CH:25]=[CH:26][C:27]([C:30]2[CH:35]=[CH:34][CH:33]=[CH:32][C:31]=2[C:36]2[NH:3][C:4](=[O:7])[O:5][N:37]=2)=[CH:28][CH:29]=1)[CH2:14][CH2:15][CH3:16] |f:0.1,2.3|. Reported procedure: A mixture of hydroxylammonium chloride (1.81 g), sodium hydrogen carbonate (2.92 g) and dimethyl sulfoxide (15 mL) was stirred at 40° C. for 30 min, 4′-{[4-butyl-1-(4-methoxybenzyl)-2-methyl-6-oxo-1,6-dihydropyrimidin-5-yl]methyl}biphenyl-2-carbonitrile (0.83 g) was added, and the mixture was stirred at 90° C. for 16 hr. The reaction mixture was diluted with ethyl acetate, washed with water and then with saturated brine, and dried over anhydrous magnesium sulfate. The solvent was evaporated unde... The reactants are C1COCCN1, O=C(O)c1nc(Cl)ccc1Cl. Yields the product O=C(O)c1nc(C2CNCCO2)ccc1Cl. Reaction SMILES: [CH2:12]1[CH2:13][O:14][CH2:15][CH2:16][NH:17]1.[Cl:1][c:2]1[c:3]([C:9](=[O:10])[OH:11])[n:4][c:5]([Cl:8])[cH:6][cH:7]1>>[Cl:1][c:2]1[c:3]([C:9](=[O:10])[OH:11])[n:4][c:5]([CH:13]2[CH2:12][NH:17][CH2:16][CH2:15][O:14]2)[cH:6][cH:7]1.